This data is from the Open Reaction Database (ORD), a public repository of structured organic reaction records. The task is: describe an organic reaction: reactants, conditions, products, and yield Starting materials: BrC1=CC(=NC=C1)N (4-bromo-2-aminopyridine), N1=CC=CC=C1 (pyridine), O (Water). The solvent is ClCCl (dichloromethane). Conditions: time 4 hour. The product is BrC1=CC(=NC=C1)NC(CC1CC1)=O (N-(4-bromopyridin-2-yl)-2-cyclopropylacetamide). Isolated yield 50.0%. Reaction SMILES: [Br:1][C:2]1[CH:7]=[CH:6][N:5]=[C:4]([NH2:8])[CH:3]=1.N1[CH:14]=[CH:13][CH:12]=[CH:11][CH:10]=1.[OH2:15]>ClCCl>[Br:1][C:2]1[CH:7]=[CH:6][N:5]=[C:4]([NH:8][C:10](=[O:15])[CH2:11][CH:12]2[CH2:14][CH2:13]2)[CH:3]=1. Reported procedure: To a solution of 2-cyclopropylacetic acid (250 mmol) in DCM was added 1 mL of DMF. Oxalyl chloride (312 mmol) was added dropwise and the reaction mixture was stirred overnight at room temperature. The reaction mixture was concentrated to afford 30.3 g of the crude acid chloride that was added dropwise to a solution of 4-bromo-2-aminopyridine (202 mmol) and pyridine (506 mol) in 500 mL dichloromethane. The reaction mixture was stirred at room temperature for 4 h. Water was added and the reaction ... The reactants are CC=1C=C(OCC(=O)O)C=C(C1)C (3,5-dimethylphenoxyacetic acid), O=S(Cl)Cl (SOCl2). Run in C1=CC=CC=C1 (benzene). Yields the product CC=1C=C(OCC(=O)Cl)C=C(C1)C (3,5-dimethylphenoxyacetic acid chloride). RXN SMILES: [CH3:1][C:2]1[CH:3]=[C:4]([CH:10]=[C:11]([CH3:13])[CH:12]=1)[O:5][CH2:6][C:7](O)=[O:8].O=S(Cl)[Cl:16]>C1C=CC=CC=1>[CH3:1][C:2]1[CH:3]=[C:4]([CH:10]=[C:11]([CH3:13])[CH:12]=1)[O:5][CH2:6][C:7]([Cl:16])=[O:8]. Reported procedure: A mixture of the 3,5-dimethylphenoxyacetic acid (prepared as described above, 9.3 g, 51.6 mmol) and SOCl2 (11.3 mL, 18.5 g, 156 mmol, 3.0 eq) in 10 mL of benzene was refluxed for 2 h. Then volatile materials were removed by vacuum distillation to give 3,5-dimethylphenoxyacetic acid chloride as a light brown oil. To an ice-bath cooled solution of 6-amino-n-caproic acid (13.5 g, 103 mmol, 2.0 eq) and NaOH (4.2 g, 105 mmol) in 100 mL of H2O and 130 mL of CH3CN were added drop-wise a solution of the... Run in C(Cl)Cl (methylene chloride), C(Cl)Cl (methylene chloride). As a reaction SMILES: [CH2:1]([O:3][C:4](=[O:21])[CH2:5][CH2:6][C:7]([NH:9][NH:10][C:11](=[O:20])[C:12]1[CH:17]=[CH:16][C:15]([F:18])=[C:14]([F:19])[CH:13]=1)=O)[CH3:2].N1C=CC=CC=1.S(OS(C(F)(F)F)(=O)=O)(C(F)(F)F)(=O)=O>C(Cl)Cl>[CH2:1]([O:3][C:4](=[O:21])[CH2:5][CH2:6][C:7]1[O:20][C:11]([C:12]2[CH:17]=[CH:16][C:15]([F:18])=[C:14]([F:19])[CH:13]=2)=[N:10][N:9]=1)[CH3:2]. Product: C(C)OC(CCC=1OC(=NN1)C1=CC(=C(C=C1)F)F)=O (3-[5-(3,4-difluorophenyl)-[1,3,4]oxadiazol-2-yl]propionic acid ethyl ester). The reactants are C(C)OC(CCC(=O)NNC(C1=CC(=C(C=C1)F)F)=O)=O (4-[N′-(3,4-difluorobenzoyl)hydrazino]-4-oxo-butyric acid ethyl ester), N1=CC=CC=C1 (pyridine), S(=O)(=O)(C(F)(F)F)OS(=O)(=O)C(F)(F)F (triflic anhydride). Procedure details: To a solution of 4-[N′-(3,4-difluorobenzoyl)hydrazino]-4-oxo-butyric acid ethyl ester (590 mg, 1.96 mmol) and pyridine (474 μL, 5.88 mmol) in methylene chloride (25 mL) at −78° C. was added dropwise triflic anhydride (397 μL, 2.35 mmol) and the reaction was allowed to warm up to rt overnight. The reaction mixture was diluted with methylene chloride (100 mL), washed with 0.1 M HCl and brine, dried over sodium sulfate and concentrated to provide 3-[5-(3,4-difluorophenyl)-[1,3,4]oxadiazol-2-yl]prop... The reactants are [Al+3].[Cl-].[Cl-].[Cl-] (AlCl3), ClC(=O)C(=O)CC (ClCOCOEt), C(Cl)Cl (CH2Cl2), C(=O)(O)[O-].[Na+] (NaHCO3), FC1=C2C=CNC2=C(C=C1)NC(C)=O (N-(4-fluoro-1H-indol-7-yl)acetamide), [Al+3].[Cl-].[Cl-].[Cl-] (AlCl3), C(Cl)Cl (CH2Cl2). Conditions: time 15 minute. The product is C(C)(=O)NC=1C=CC(=C2C(=CNC12)C(C(=O)OCC)=O)F (ethyl 2-(7-acetamido-4-fluoro-1H-indol-3-yl)-2-oxoacetate). Reaction SMILES: [F:1][C:2]1[CH:10]=[CH:9][C:8]([NH:11][C:12](=[O:14])[CH3:13])=[C:7]2[C:3]=1C=C[NH:6]2.[Al+3].[Cl-].[Cl-].[Cl-].Cl[C:20]([C:22]([CH2:24][CH3:25])=[O:23])=[O:21].[C:26]([O-:29])(O)=O.[Na+].[CH2:31](Cl)Cl>>[C:12]([NH:11][C:8]1[CH:9]=[CH:10][C:2]([F:1])=[C:3]2[C:7]=1[NH:6][CH:25]=[C:24]2[C:22](=[O:23])[C:20]([O:29][CH2:26][CH3:31])=[O:21])(=[O:14])[CH3:13] |f:1.2.3.4,6.7|. Procedure details: N-(4-fluoro-1H-indol-7-yl)acetamide (1 eq.) was added to a suspension of AlCl3 (1 eq.) in CH2Cl2 (100 ml). After 15 min, a premixed suspension of AlCl3 (2 eq.) and ClCOCOEt (2 eq.) in CH2Cl2 was added and stirring was continued at room temperature for 1 hour before iced saturated NaHCO3 solution was added. The aqueous phase was extracted with EtOAc. The combined organic layer was dried over MgSO4. After filtration and concentration, the crude product was purified by silica gel column chromatogra... The reactants are resultant mixture, COCCOC=1C=C2C(=NC=NC2=CC1OCCOC)NC=1C=C(C=CC1)C#CC(C)(O)C (4-[3-[[6,7-Bis(2-methoxyethoxy]-4-quinazolinyl]amino]phenyl]-2-methyl-3-butyn-2-ol), [OH-].[Na+] (sodium hydroxide), Cl (hydrochloric acid). Solvent: CC(C)O (propan-2-ol). Reaction conditions: temperature 137.5 celsius, time 2 hour. Yields the product Cl.C(#C)C=1C=C(C=CC1)NC1=NC=NC2=CC(=C(C=C12)OCCOC)OCCOC (N-(3-ethynylphenyl)-6,7-bis(2-methoxyethoxy)-4-quinazolinamine, monohydrochloride). As a reaction SMILES: [CH3:1][O:2][CH2:3][CH2:4][O:5][C:6]1[CH:7]=[C:8]2[C:13](=[CH:14][C:15]=1[O:16][CH2:17][CH2:18][O:19][CH3:20])[N:12]=[CH:11][N:10]=[C:9]2[NH:21][C:22]1[CH:23]=[C:24]([C:28]#[C:29]C(C)(O)C)[CH:25]=[CH:26][CH:27]=1.[OH-].[Na+].[ClH:36]>CC(O)C>[ClH:36].[C:28]([C:24]1[CH:23]=[C:22]([NH:21][C:9]2[C:8]3[C:13](=[CH:14][C:15]([O:16][CH2:17][CH2:18][O:19][CH3:20])=[C:6]([O:5][CH2:4][CH2:3][O:2][CH3:1])[CH:7]=3)[N:12]=[CH:11][N:10]=2)[CH:27]=[CH:26][CH:25]=1)#[CH:29] |f:1.2,5.6|. Procedure details: 4-[3-[[6,7-Bis(2-methoxyethoxy]-4-quinazolinyl]amino]phenyl]-2-methyl-3-butyn-2-ol, prepared above (20.0 g, 44.3 mmol), anhydrous solid sodium hydroxide (260 mg, 6.5 mmol) and propan-2-ol (200 mL) were stirred together and heated in a pressure vessel at 135-140° C. for 23 hours. The reaction mixture was cooled to 60-65° C. and concentrated hydrochloric acid (4.8 mL) was added. The resultant mixture was granulated overnight at 20-25° C. to establish crystallization. The mixture was treated with w...